Dataset: the Open Reaction Database (ORD), a public repository of structured organic reaction records. Task: describe an organic reaction: reactants, conditions, products, and yield The reactants are COC(C[C@@H]1COC2=C1C=CC(=C2)O[C@@H]2CCC1=C(C=CC(=C21)F)B2OC(C(O2)(C)C)(C)C)=O ({(S)-6-[(R)-7-fluoro-4-(4,4,5,5-tetramethyl-[1,3,2]dioxaborolan-2-yl)-indan-1-yloxy]-2,3-dihydro-benzofuran-3-yl}-acetic acid methyl ester), BrC1=C(C=C(C=C1C)C1=NC=C(C=C1)OC)C (2-(4-bromo-3,5-dimethyl-phenyl)-5-methoxy-pyridine), BrC1=C2CC[C@H](C2=C(C=C1)F)OC1=CC2=C([C@@H](CO2)CC(=O)OC)C=C1 (Methyl 2-((S)-6-((R)-4-bromo-7-fluoro-2,3-dihydro-1H-inden-1-yloxy)-2,3-dihydrobenzofuran-3-yl)acetate). Product: COC(C[C@@H]1COC2=C1C=CC(=C2)O[C@@H]2CCC1=C(C=CC(=C21)F)C2=C(C=C(C=C2C)C2=NC=C(C=C2)OC)C)=O ({(S)-6-[(R)-4-(2,6-Dimethyl-4-(5-methoxy-pyridin-2-yl)-phenyl)-7-fluoro-indan-1-yloxy]-2,3-dihydro-benzofuran-3-yl}-acetic acid methyl ester). RXN SMILES: [CH3:1][O:2][C:3](=[O:34])[CH2:4][C@H:5]1[C:9]2[CH:10]=[CH:11][C:12]([O:14][C@H:15]3[C:23]4[C:18](=[C:19](B5OC(C)(C)C(C)(C)O5)[CH:20]=[CH:21][C:22]=4[F:24])[CH2:17][CH2:16]3)=[CH:13][C:8]=2[O:7][CH2:6]1.Br[C:36]1[C:41]([CH3:42])=[CH:40][C:39]([C:43]2[CH:48]=[CH:47][C:46]([O:49][CH3:50])=[CH:45][N:44]=2)=[CH:38][C:37]=1[CH3:51].BrC1C=CC(F)=C2C=1CC[C@H]2OC1C=CC2[C@H](CC(OC)=O)COC=2C=1>>[CH3:1][O:2][C:3](=[O:34])[CH2:4][C@H:5]1[C:9]2[CH:10]=[CH:11][C:12]([O:14][C@H:15]3[C:23]4[C:18](=[C:19]([C:36]5[C:37]([CH3:51])=[CH:38][C:39]([C:43]6[CH:48]=[CH:47][C:46]([O:49][CH3:50])=[CH:45][N:44]=6)=[CH:40][C:41]=5[CH3:42])[CH:20]=[CH:21][C:22]=4[F:24])[CH2:17][CH2:16]3)=[CH:13][C:8]=2[O:7][CH2:6]1. Procedure details: The title compound is prepared from {(S)-6-[(R)-7-fluoro-4-(4,4,5,5-tetramethyl-[1,3,2]dioxaborolan-2-yl)-indan-1-yloxy]-2,3-dihydro-benzofuran-3-yl}-acetic acid methyl ester and 2-(4-bromo-3,5-dimethyl-phenyl)-5-methoxy-pyridine following a procedure analogous to that described in Step 5 of Intermediate 1. LC (method 8): tR=0.98 min; Mass spectrum (ESI+): m/z=554 [M+H]+.